Dataset: the Open Reaction Database (ORD), a public repository of structured organic reaction records. Task: describe an organic reaction: reactants, conditions, products, and yield Reactants: [N+](=O)([O-])C1=CC=C(OCC(=O)OC(C)(C)C)C=C1 (t-Butyl 4-nitrophenoxyacetate). The reagents and catalysts are [C].[Pd] (palladium-carbon). Solvent: C(C)O (ethanol). Run at time 18 hour. Product: NC1=CC=C(OCC(=O)OC(C)(C)C)C=C1 (t-butyl 4-aminophenoxyacetate). Isolated yield 99.0%. Reaction SMILES: [N+:1]([C:4]1[CH:18]=[CH:17][C:7]([O:8][CH2:9][C:10]([O:12][C:13]([CH3:16])([CH3:15])[CH3:14])=[O:11])=[CH:6][CH:5]=1)([O-])=O>C(O)C.[C].[Pd]>[NH2:1][C:4]1[CH:5]=[CH:6][C:7]([O:8][CH2:9][C:10]([O:12][C:13]([CH3:14])([CH3:16])[CH3:15])=[O:11])=[CH:17][CH:18]=1 |f:2.3|. Reported procedure: t-Butyl 4-nitrophenoxyacetate (19.3 g, 76.0 mmol) was dissolved in ethanol (100 ml) and 10% palladium-carbon (1.0 g) was added. The mixture was stirred at room temperature for 18 hours under a hydrogen atmosphere. The reaction mixture was filtrated and low boiling matters were distilled away from the filtrate under reduced pressure to give 16.8 g of t-butyl 4-aminophenoxyacetate as a pale-brown solid (99%).